This data is from the Open Reaction Database (ORD), a public repository of structured organic reaction records. The task is: describe an organic reaction: reactants, conditions, products, and yield Starting materials: ClC=1C=C(C=CC1Cl)C1(CN(C(C1)=O)C(C1=CC(=C(C(=C1)OC)OC)OC)=O)CCCCS(=O)(=O)[O-] (3-[3-(3,4-dichloro-phenyl)-1-(3,4,5-trimethoxy-benzoyl)-5-oxo-pyrrolidin-3-yl]-propyl-methanesulfonate), Cl.C1(=CC=CC=C1)C1(CCNCC1)C(=O)N (4-phenyl-piperidine-4-carboxylic acid amide hydrochloride). Product: ClC=1C=C(C=CC1Cl)C1(CN(C(C1)=O)C(C1=CC(=C(C(=C1)OC)OC)OC)=O)CCCN1CCC(CC1)(C(=O)N)C1=CC=CC=C1 (1-[3-[3-(3,4-dichloro-phenyl)-1-(3,4,5-trimethoxy-benzoyl)-5-oxo-pyrrolidin-3-yl]-propyl]-4-phenyl-piperidine-4-carboxylic acid amide). RXN SMILES: [Cl:1][C:2]1[CH:3]=[C:4]([C:9]2([CH2:29][CH2:30][CH2:31]CS([O-])(=O)=O)[CH2:13][C:12](=[O:14])[N:11]([C:15](=[O:28])[C:16]3[CH:21]=[C:20]([O:22][CH3:23])[C:19]([O:24][CH3:25])=[C:18]([O:26][CH3:27])[CH:17]=3)[CH2:10]2)[CH:5]=[CH:6][C:7]=1[Cl:8].Cl.[C:38]1([C:44]2([C:50]([NH2:52])=[O:51])[CH2:49][CH2:48][NH:47][CH2:46][CH2:45]2)[CH:43]=[CH:42][CH:41]=[CH:40][CH:39]=1>>[Cl:1][C:2]1[CH:3]=[C:4]([C:9]2([CH2:29][CH2:30][CH2:31][N:47]3[CH2:46][CH2:45][C:44]([C:38]4[CH:39]=[CH:40][CH:41]=[CH:42][CH:43]=4)([C:50]([NH2:52])=[O:51])[CH2:49][CH2:48]3)[CH2:13][C:12](=[O:14])[N:11]([C:15](=[O:28])[C:16]3[CH:21]=[C:20]([O:22][CH3:23])[C:19]([O:24][CH3:25])=[C:18]([O:26][CH3:27])[CH:17]=3)[CH2:10]2)[CH:5]=[CH:6][C:7]=1[Cl:8] |f:1.2|. Procedure: Prepare according to the method of example 3.3 using 3-[3-(3,4-dichloro-phenyl)-1-(3,4,5-trimethoxy-benzoyl)-5-oxo-pyrrolidin-3-yl]-propyl-methanesulfonate (5 mmol) and 4-phenyl-piperidine-4-carboxylic acid amide hydrochloride (7.5 mmol, 1.5 eq.). Chromatograph on silica gel to give the title compound. The reactants are CN(C)C=O (DMF), C(C)(C)C1=CC2=C(S1)C=CC=C2 (2-i-propylbenzo[b]thiophene), S(=O)(=O)(Cl)Cl (sulfuryl chloride). The product is C(C)(C)C1=C(C2=C(S1)C=CC=C2)S(=O)(=O)Cl (2-i-propylbenzo[b]thiophene-3-sulfonyl chloride), yellow solid. Yield: 29.0%. Reaction SMILES: CN(C=O)C.[S:6]([Cl:10])(Cl)(=[O:8])=[O:7].[CH:11]([C:14]1[S:18][C:17]2[CH:19]=[CH:20][CH:21]=[CH:22][C:16]=2[CH:15]=1)([CH3:13])[CH3:12]>>[CH:11]([C:14]1[S:18][C:17]2[CH:19]=[CH:20][CH:21]=[CH:22][C:16]=2[C:15]=1[S:6]([Cl:10])(=[O:8])=[O:7])([CH3:13])[CH3:12]. Procedure details: 2-i-propylbenzo[b]thiophene-3-sulfonyl chloride compound was prepared by the method of Example 40B with DMF (5.2 mmoles, 0.40 ml), using sulfuryl chloride (4.2 mmoles, 0.34 ml) and 2-i-propylbenzo[b]thiophene (2.1 mmoles, 0.37 g). Flash chromatography (1% ethyl acetate/hexanes) provided 0.17 g (29%) of a yellow solid. The reactants are N1C=NC=C1 (imidazole), CC(C)(C)[Si](C)(C)Cl (TBDMSCl), CN(C)C=O (DMF), C(C)(C)(C)C=1C(COC1C1=CC2=C(N=C(O2)C2=CC=CC=C2)C(=C1)O)(C)C (4-t-butyl-5-(4-hydroxy-2-phenylbenzo[d]oxazol-6-yl)-3,3-dimethyl-2,3-dihydrofuran), C(C)(C)(C)C=1C(COC1C1=CC2=C(N=C(O2)C2=CC=CC=C2)C(=C1)O)(C)C (4-t-butyl-5-(4-hydroxy-2-phenylbenzo[d]oxazol-6-yl)-3,3-dimethyl-2,3-dihydrofuran), [Cl-].[Na+] (sodium chloride). Conditions: time 2 hour. Yields the product C(C)(C)(C)C=1C(COC1C1=CC2=C(N=C(O2)C2=CC=CC=C2)C(=C1)O[Si](C)(C)C(C)(C)C)(C)C (4-t-butyl-5-[4-(t-butyldimethylsiloxy)-2-phenylbenzo[d]oxazol-6-yl]-3,3-dimethyl-2,3-dihydrofuran). The yield is 80.6%. As a reaction SMILES: N1C=CN=C1.[CH3:6][C:7]([Si:10](Cl)([CH3:12])[CH3:11])([CH3:9])[CH3:8].CN(C=O)C.[C:19]([C:23]1[C:24]([CH3:45])([CH3:44])[CH2:25][O:26][C:27]=1[C:28]1[CH:42]=[C:41]([OH:43])[C:31]2[N:32]=[C:33]([C:35]3[CH:40]=[CH:39][CH:38]=[CH:37][CH:36]=3)[O:34][C:30]=2[CH:29]=1)([CH3:22])([CH3:21])[CH3:20].[Cl-].[Na+]>>[C:19]([C:23]1[C:24]([CH3:45])([CH3:44])[CH2:25][O:26][C:27]=1[C:28]1[CH:42]=[C:41]([O:43][Si:10]([C:7]([CH3:9])([CH3:8])[CH3:6])([CH3:12])[CH3:11])[C:31]2[N:32]=[C:33]([C:35]3[CH:40]=[CH:39][CH:38]=[CH:37][CH:36]=3)[O:34][C:30]=2[CH:29]=1)([CH3:22])([CH3:20])[CH3:21] |f:4.5|. Procedure: In nitrogen atmosphere at a room temperature, adding 43 mg (0.63 mmol) of imidazole and 64 mg (0.42 mmol) of TBDMSCl to 2.0 ml of DMF dissolving 102 mg (0.28 mmol) of 4-t-butyl-5-(4-hydroxy-2-phenylbenzo[d]oxazol-6-yl)-3,3-dimethyl-2,3-dihydrofuran (Compound [63]), the mixture was stirred for 2 hours. The mixture was added to saturated aqueous solution of sodium chloride and extracted with ethyl acetate. The organic layer was washed with saturated aqueous solution of sodium chloride, then dried ... The reactants are C(C1=CC=CC=C1)O (benzyl alcohol), C(CC(O)(C(=O)O)CC(=O)O)(=O)O (citric acid), FC1=C2C(C(=CN(C2=C(C(=C1F)F)F)[C@H]1[C@H](C1)F)C(=O)OCC)=O (ethyl 5,6,7,8-tetrafluoro-1-[(1R,2S)-2-fluorocyclopropyl]-1,4-dihydro-4-oxoquinoline-3-carboxylate), [H-].[Na+] (sodium hydride). Solvent: C1(=CC=CC=C1)C (toluene), C1(=CC=CC=C1)C (toluene). Run at temperature 0 celsius, time 2 hour. Yields the product C(C1=CC=CC=C1)OC1=C2C(C(=CN(C2=C(C(=C1F)F)F)[C@H]1[C@H](C1)F)C(=O)OCC)=O (Ethyl 5-benzyloxy-6,7,8-trifluoro1-[(1R,2S)-2-fluorocyclopropyl]-1,4-dihydro-4-oxoquinoline-3-carboxylate). The yield is 57.0%. As a reaction SMILES: F[C:2]1[C:11]([F:12])=[C:10]([F:13])[C:9]([F:14])=[C:8]2[C:3]=1[C:4](=[O:24])[C:5]([C:19]([O:21][CH2:22][CH3:23])=[O:20])=[CH:6][N:7]2[C@@H:15]1[CH2:17][C@@H:16]1[F:18].[CH2:25]([OH:32])[C:26]1[CH:31]=[CH:30][CH:29]=[CH:28][CH:27]=1.[H-].[Na+].C(O)(=O)CC(CC(O)=O)(C(O)=O)O>C1(C)C=CC=CC=1>[CH2:25]([O:32][C:2]1[C:11]([F:12])=[C:10]([F:13])[C:9]([F:14])=[C:8]2[C:3]=1[C:4](=[O:24])[C:5]([C:19]([O:21][CH2:22][CH3:23])=[O:20])=[CH:6][N:7]2[C@@H:15]1[CH2:17][C@@H:16]1[F:18])[C:26]1[CH:31]=[CH:30][CH:29]=[CH:28][CH:27]=1 |f:2.3|. Procedure details: A 2.35 g (6.77 mmol) portion of ethyl 5,6,7,8-tetrafluoro-1-[(1R,2S)-2-fluorocyclopropyl]-1,4-dihydro-4-oxoquinoline-3-carboxylate was dissolved in 20 ml of toluene and mixed with 0.70 ml (6.77 mmol) of benzyl alcohol. After cooling to 0° C., this was further mixed with 280 mg (6.99 mmol) of 60% sodium hydride which has been suspended in 10 ml of toluene, and the mixture was stirred at the same temperature for 2 hours and then at room temperature for 2 hours. After completion of the reaction, th... RXN SMILES: [CH:44]([N:45]([CH:46]([CH3:47])[CH3:48])[CH2:49][CH3:50])([CH3:51])[CH3:52].[Cl:1][c:2]1[cH:3][cH:4][c:5](-[c:8]2[c:9](-[c:18]3[cH:19][cH:20][n:21][cH:22][cH:23]3)[c:10]3[n:11]([cH:12][cH:13]2)[c:14](=[O:17])[nH:15][n:16]3)[cH:6][cH:7]1.[Cl:24][CH2:25][c:26]1[c:27]([CH2:36][CH3:37])[n:28][c:29]([C:32]([F:33])([F:34])[F:35])[cH:30][cH:31]1.[K+:38].[K+:39].[O-:40][C:41]([O-:42])=[O:43].[O:53]=[CH:54][N:55]([CH3:56])[CH3:57]>>[Cl:1][c:2]1[cH:3][cH:4][c:5](-[c:8]2[c:9](-[c:18]3[cH:19][cH:20][n:21][cH:22][cH:23]3)[c:10]3[n:11]([cH:12][cH:13]2)[c:14](=[O:17])[n:15]([CH2:25][c:26]2[c:27]([CH2:36][CH3:37])[n:28][c:29]([C:32]([F:33])([F:34])[F:35])[cH:30][cH:31]2)[n:16]3)[cH:6][cH:7]1. Yields the product CCc1nc(C(F)(F)F)ccc1Cn1nc2c(-c3ccncc3)c(-c3ccc(Cl)cc3)ccn2c1=O. Starting materials: CCN(C(C)C)C(C)C, O=c1[nH]nc2c(-c3ccncc3)c(-c3ccc(Cl)cc3)ccn12, CCc1nc(C(F)(F)F)ccc1CCl, [K+], [K+], O=C([O-])[O-], CN(C)C=O. The reactants are [OH-].[NH4+] (ammonium hydroxide), C1(=CC=C(C=C1)S(=O)(=O)Cl)C (p-toluenesulfonyl chloride), C(CCC)C=1N(C2=C(C=[N+](C=3C=CC=CC23)[O-])N1)CCCC(=O)C1=CC=CC=C1 (4-(2-butyl-5-oxido-1H-imidazo[4,5-c]quinolin-1-yl)-1-phenylbutan-1-one). Run in C(Cl)(Cl)Cl (chloroform), C([O-])(O)=O.[Na+] (sodium bicarbonate), ClCCl (dichloromethane). The product is NC1=NC=2C=CC=CC2C2=C1N=C(N2CCCC(=O)C2=CC=CC=C2)CCCC (4-(4-amino-2-butyl-1H-imidazo[4,5-c]quinolin-1-yl)-1-phenylbutan-1-one). RXN SMILES: [CH2:1]([C:5]1[N:6]([CH2:19][CH2:20][CH2:21][C:22]([C:24]2[CH:29]=[CH:28][CH:27]=[CH:26][CH:25]=2)=[O:23])[C:7]2[C:16]3[CH:15]=[CH:14][CH:13]=[CH:12][C:11]=3[N+:10]([O-])=[CH:9][C:8]=2[N:18]=1)[CH2:2][CH2:3][CH3:4].[OH-].[NH4+:31].C1(C)C=CC(S(Cl)(=O)=O)=CC=1>ClCCl.C(Cl)(Cl)Cl.C(=O)(O)[O-].[Na+]>[NH2:31][C:9]1[C:8]2[N:18]=[C:5]([CH2:1][CH2:2][CH2:3][CH3:4])[N:6]([CH2:19][CH2:20][CH2:21][C:22]([C:24]3[CH:29]=[CH:28][CH:27]=[CH:26][CH:25]=3)=[O:23])[C:7]=2[C:16]2[CH:15]=[CH:14][CH:13]=[CH:12][C:11]=2[N:10]=1 |f:1.2,6.7|. Reported procedure: To a vigorously stirred mixture of the 4-(2-butyl-5-oxido-1H-imidazo[4,5-c]quinolin-1-yl)-1-phenylbutan-1-one from the previous step in dichloromethane (49 mL) and ammonium hydroxide (16 mL) was added p-toluenesulfonyl chloride (2.34 g, 12.3 mmol) portionwise over several minutes. After 15 minutes the reaction mixture was diluted with chloroform (200 mL) and saturated aqueous sodium bicarbonate solution (100 mL). The layers were separated and the organic phase was washed again with a saturated a... RXN SMILES: [C:1]([C:3]1[CH:8]=[CH:7][C:6]([NH:9][CH:10]([C:15]2[CH:20]=[C:19]([CH:21]=O)[CH:18]=[C:17]([CH:23]=[O:24])[CH:16]=2)[C:11]([O:13][CH3:14])=[O:12])=[CH:5][CH:4]=1)#[N:2].[C:25](=O)([O-])[O-].[K+].[K+]>O1CCOCC1.CN(C=O)C.[Br-].C[P+](C1C=CC=CC=1)(C1C=CC=CC=1)C1C=CC=CC=1>[C:1]([C:3]1[CH:4]=[CH:5][C:6]([NH:9][CH:10]([C:15]2[CH:20]=[C:19]([CH:21]=[CH2:25])[CH:18]=[C:17]([CH:23]=[O:24])[CH:16]=2)[C:11]([O:13][CH3:14])=[O:12])=[CH:7][CH:8]=1)#[N:2] |f:1.2.3,6.7|. The solvent is O1CCOCC1 (dioxan), CN(C)C=O (DMF). The reagents and catalysts are [Br-].C[P+](C1=CC=CC=C1)(C1=CC=CC=C1)C1=CC=CC=C1 (methyltriphenylphosphonium bromid). The yield is 45.9%. Product: C(#N)C1=CC=C(C=C1)NC(C(=O)OC)C1=CC(=CC(=C1)C=C)C=O (methyl (RS)-(4-cyano-phenylamino)-(3-formyl-5-vinyl-phenyl)-acetate). Reported procedure: A solution of 2.87 g of methyl (RS)-(4-cyano-phenylamino)-(3,5-diformyl-phenyl)-acetate in 20 ml of dioxan and 1.3 ml of DMF was treated with 3.18 g of methyltriphenylphosphonium bromid and 1.84 g of potassium carbonate. The suspension was heated for 3 days to 100° C. It was left to cool to room temperature, filtered and concentrated. The crude product was isolated by extraction isoliert and purified by chromatography on silica gel. There were obtained 1.31 g of methyl (RS)-(4-cyano-phenylamino)... Reactants: C(#N)C1=CC=C(C=C1)NC(C(=O)OC)C1=CC(=CC(=C1)C=O)C=O (methyl (RS)-(4-cyano-phenylamino)-(3,5-diformyl-phenyl)-acetate), C([O-])([O-])=O.[K+].[K+] (potassium carbonate). The reactants are C(C)OC(C[C@@H]1CCC2=CC(=CC=C12)OCCC=1N=C(OC1C)C1=CC=C(C=C1)Br)=O ((1S)-(5-{2-[2-(4-bromo-phenyl)-5-methyl-oxazole-4-yl]-ethoxy}-indan-1-yl)-acetic acid ethyl ester), COC1=NC=C(C(=N1)OC)B(O)O (2,4-dimethoxy-pyrimidin-5-boronic acid), C([O-])([O-])=O.[Na+].[Na+] (sodium carbonate). The reagents and catalysts are [CH-]1C=CC=C1.[CH-]1C=CC=C1.[Fe+2] (ferrocene), Cl[Pd]Cl (dichloro palladium(II)). The solvent is C1(=CC=CC=C1)C (toluene), O1CCOCC1 (dioxane). Conditions: temperature 85 celsius. The product is C(C)OC(C[C@@H]1CCC2=CC(=CC=C12)OCCC=1N=C(OC1C)C1=CC=C(C=C1)C=1C(=NC(=NC1)OC)OC)=O ([(1S)-5-(2-{2-[4-(2,4-dimethoxy-pyrimidin-5-yl)-phenyl]-5-methyl-oxazol-4-yl}-ethoxy)-indan-1-yl]-acetic acid ethyl ester). Isolated yield 45.0%. As a reaction SMILES: [CH2:1]([O:3][C:4](=[O:31])[CH2:5][C@H:6]1[C:14]2[C:9](=[CH:10][C:11]([O:15][CH2:16][CH2:17][C:18]3[N:19]=[C:20]([C:24]4[CH:29]=[CH:28][C:27](Br)=[CH:26][CH:25]=4)[O:21][C:22]=3[CH3:23])=[CH:12][CH:13]=2)[CH2:8][CH2:7]1)[CH3:2].[CH3:32][O:33][C:34]1[N:39]=[C:38]([O:40][CH3:41])[C:37](B(O)O)=[CH:36][N:35]=1.C(=O)([O-])[O-].[Na+].[Na+]>C1(C)C=CC=CC=1.O1CCOCC1.[CH-]1C=CC=C1.[CH-]1C=CC=C1.[Fe+2].Cl[Pd]Cl>[CH2:1]([O:3][C:4](=[O:31])[CH2:5][C@H:6]1[C:14]2[C:9](=[CH:10][C:11]([O:15][CH2:16][CH2:17][C:18]3[N:19]=[C:20]([C:24]4[CH:29]=[CH:28][C:27]([C:37]5[C:38]([O:40][CH3:41])=[N:39][C:34]([O:33][CH3:32])=[N:35][CH:36]=5)=[CH:26][CH:25]=4)[O:21][C:22]=3[CH3:23])=[CH:12][CH:13]=2)[CH2:8][CH2:7]1)[CH3:2] |f:2.3.4,7.8.9|. Procedure: To a solution containing (1S)-(5-{2-[2-(4-bromo-phenyl)-5-methyl-oxazole-4-yl]-ethoxy}-indan-1-yl)-acetic acid ethyl ester (0.100 g, 0.21 mmol), 1,1′-phosphino)ferrocene]dichloro palladium(II) (16.9 mg, 0.02 mmol), and 2,4-dimethoxy-pyrimidin-5-boronic acid (0.076 g, 0.41 mmol) in degassed toluene and dioxane (4:1, 2 mL) was added aqueous 2 M sodium carbonate (0.5 mL). The mixture was heated at 85° C. for 16 hours. The reaction mixture was cool to rt and concentrated under vacuum and the residue...